Dataset: the Open Reaction Database (ORD), a public repository of structured organic reaction records. Task: describe an organic reaction: reactants, conditions, products, and yield Reactants: aqueous solution, [OH-].[Na+] (sodium hydroxide), FC1=C(C(=O)OCC)C=C(C(=C1OC(F)(F)F)F)F (ethyl 2,4,5-trifluoro-3-trifluoromethoxybenzoate), ( XXVIII ), Cl (hydrochloric acid). Solvent: C(C)O (ethanol). Conditions: time 2 hour. Yields the product FC1=C(C(=O)O)C=C(C(=C1OC(F)(F)F)F)F (2,4,5-trifluoro-3-trifluoromethoxybenzoic acid). Yield: 87.4%. Reaction SMILES: [OH-].[Na+].[F:3][C:4]1[C:14]([O:15][C:16]([F:19])([F:18])[F:17])=[C:13]([F:20])[C:12]([F:21])=[CH:11][C:5]=1[C:6]([O:8]CC)=[O:7].Cl>C(O)C>[F:3][C:4]1[C:14]([O:15][C:16]([F:17])([F:18])[F:19])=[C:13]([F:20])[C:12]([F:21])=[CH:11][C:5]=1[C:6]([OH:8])=[O:7] |f:0.1|. Procedure details: 19.3 ml (0.0193 moles) of a 1N aqueous solution of sodium hydroxide were added t9 a solution of 5.05 g (0.0175 moles) of ethyl 2,4,5-trifluoro-3-trifluoromethoxybenzoate [(XXVIII), X=X'=F, R16 =C2H5O] [prepared as described in step (b) above] in 100 ml of ethanol, and the mixture was allowed to stand at room temperature for 2 hours. At the end of this time, 19.3 ml of 1N aqueous hydrochloric acid were added, and then the reaction mixture was concentrated by evaporation under reduced pressure. Th...